Dataset: the Open Reaction Database (ORD), a public repository of structured organic reaction records. Task: describe an organic reaction: reactants, conditions, products, and yield Procedure: A solution of (15R,19R)-tert-butyl 15-(benzyloxycarbonylamino)-19-(decylcarbamoyloxy)-14,22-dioxo-4,7,10,21-tetraoxa-17-thia-13,23-diazatritriacontan-1-oate in MeOH (0.1 M) was stirred under nitrogen at room temperature. A small scoop (catalytic) of Pd/C was then added and stirred. A solution of ammonium formate (8 eq) in 9:1 MeOH/water was then added, the reaction vessel purged with nitrogen and heated to 40° C. for 4 hours. The reaction was then cooled to room temperature and diluted with EtOA... Conditions: temperature 40 celsius. Run in CO (MeOH). The reagents and catalysts are [Pd] (Pd/C). Product: N[C@H](C(NCCOCCOCCOCCC(=O)OC(C)(C)C)=O)CSC[C@@H](COC(NCCCCCCCCCC)=O)OC(NCCCCCCCCCC)=O ((15R,19R)-tert-butyl 15-amino-19-(decylcarbamoyloxy)-14,22-dioxo-4,7,10,21-tetraoxa-17-thia-13,23-diazatritriacontan-1-oate). RXN SMILES: C(OC([NH:11][C@@H:12]([CH2:34][S:35][CH2:36][C@H:37]([O:53][C:54](=[O:66])[NH:55][CH2:56][CH2:57][CH2:58][CH2:59][CH2:60][CH2:61][CH2:62][CH2:63][CH2:64][CH3:65])[CH2:38][O:39][C:40](=[O:52])[NH:41][CH2:42][CH2:43][CH2:44][CH2:45][CH2:46][CH2:47][CH2:48][CH2:49][CH2:50][CH3:51])[C:13](=[O:33])[NH:14][CH2:15][CH2:16][O:17][CH2:18][CH2:19][O:20][CH2:21][CH2:22][O:23][CH2:24][CH2:25][C:26]([O:28][C:29]([CH3:32])([CH3:31])[CH3:30])=[O:27])=O)C1C=CC=CC=1.C([O-])=O.[NH4+].CO.O>CO.[Pd]>[NH2:11][C@@H:12]([CH2:34][S:35][CH2:36][C@H:37]([O:53][C:54](=[O:66])[NH:55][CH2:56][CH2:57][CH2:58][CH2:59][CH2:60][CH2:61][CH2:62][CH2:63][CH2:64][CH3:65])[CH2:38][O:39][C:40](=[O:52])[NH:41][CH2:42][CH2:43][CH2:44][CH2:45][CH2:46][CH2:47][CH2:48][CH2:49][CH2:50][CH3:51])[C:13](=[O:33])[NH:14][CH2:15][CH2:16][O:17][CH2:18][CH2:19][O:20][CH2:21][CH2:22][O:23][CH2:24][CH2:25][C:26]([O:28][C:29]([CH3:32])([CH3:31])[CH3:30])=[O:27] |f:1.2,3.4|. Starting materials: C(=O)[O-].[NH4+] (ammonium formate), CO.O (MeOH water), C(C1=CC=CC=C1)OC(=O)N[C@H](C(NCCOCCOCCOCCC(=O)OC(C)(C)C)=O)CSC[C@@H](COC(NCCCCCCCCCC)=O)OC(NCCCCCCCCCC)=O ((15R,19R)-tert-butyl 15-(benzyloxycarbonylamino)-19-(decylcarbamoyloxy)-14,22-dioxo-4,7,10,21-tetraoxa-17-thia-13,23-diazatritriacontan-1-oate).